From a dataset of the Open Reaction Database (ORD), a public repository of structured organic reaction records. describe an organic reaction: reactants, conditions, products, and yield Starting materials: ClC1=NC=C(C=C1C)C#N (2-chloro-3-methyl-5-cyanopyridine), C([O-])([O-])=O.[K+].[K+] (potassium carbonate), ClC1=C(C(=CC(=C1)N)Cl)O (2,6-dichloro-4-aminophenol). Solvent: C1(=CC=CC=C1)C (toluene). Reaction conditions: time 2 hour. Product: CC=1C(=NC=C(C1)C#N)OC1=C(C=C(N)C=C1Cl)Cl (4-(3-methyl-5-cyano-2-pyridinoxy)-3,5-dichloroaniline). Isolated yield 58.4%. As a reaction SMILES: Cl[C:2]1[C:7]([CH3:8])=[CH:6][C:5]([C:9]#[N:10])=[CH:4][N:3]=1.C(=O)([O-])[O-].[K+].[K+].[Cl:17][C:18]1[CH:23]=[C:22]([NH2:24])[CH:21]=[C:20]([Cl:25])[C:19]=1[OH:26]>C1(C)C=CC=CC=1>[CH3:8][C:7]1[C:2]([O:26][C:19]2[C:18]([Cl:17])=[CH:23][C:22]([NH2:24])=[CH:21][C:20]=2[Cl:25])=[N:3][CH:4]=[C:5]([C:9]#[N:10])[CH:6]=1 |f:1.2.3|. Reported procedure: To a 100 mL round bottom flask equipped with a water condenser, thermometer, magnetic stirrer, and under nitrogen atmosphere was added 2-chloro-3-methyl-5-cyanopyridine (7.10 g, 46.6 mmol), potassium carbonate (9.02 g, 65.2 mmol), 2,6-dichloro-4-aminophenol (10.77 g, 60.5 mmol), and dimethylformanide (70 mL). The resulting mixture was stirred at room temperature for 1 hour, 90° for 2 hours, and 110° for 3 hours. It was then cooled, filtered, and concentrated to give a brown mixture. This mixture... The reactants are C(C)OP(=O)(OCC)C/C(=C/C(=O)OCC)/C (ethyl 4(diethoxyphosphoryl)-3-methyl-but-2E-enoate), BrC1=C(C(=CC=2C(=CCC(C12)(C)C)C(C)(C)C)/C(=C(\C=O)/F)/C)OCC ((2E)-3-(4-bromo-8-tert-butyl-3-ethoxy-5,5-dimethyl-5,6-dihydro-naphthalen-2-yl)-2-fluoro-but-2-enal). Yields the product BrC1=C(C(=CC=2C(=CCC(C12)(C)C)C(C)(C)C)/C(=C(\C=C\C(=C\C(=O)OCC)\C)/F)/C)OCC (Ethyl (2E,4E,6E)-7-(4-bromo-8-tert-butyl-3-ethoxy-5,5-dimethyl-5,6-dihydro-naphthalen-2-yl)-6-fluoro-3-methyl-octa-2,4,6-trienoate). Reaction SMILES: C(OP([CH2:9]/[C:10](/[CH3:17])=[CH:11]/[C:12]([O:14][CH2:15][CH3:16])=[O:13])(OCC)=O)C.[Br:18][C:19]1[C:28]2[C:27]([CH3:30])([CH3:29])[CH2:26][CH:25]=[C:24]([C:31]([CH3:34])([CH3:33])[CH3:32])[C:23]=2[CH:22]=[C:21](/[C:35](/[CH3:40])=[C:36](/[F:39])\[CH:37]=O)[C:20]=1[O:41][CH2:42][CH3:43]>>[Br:18][C:19]1[C:28]2[C:27]([CH3:29])([CH3:30])[CH2:26][CH:25]=[C:24]([C:31]([CH3:32])([CH3:33])[CH3:34])[C:23]=2[CH:22]=[C:21](/[C:35](/[CH3:40])=[C:36](/[F:39])\[CH:37]=[CH:9]\[C:10](\[CH3:17])=[CH:11]\[C:12]([O:14][CH2:15][CH3:16])=[O:13])[C:20]=1[O:41][CH2:42][CH3:43]. Procedure: Following General Procedure I-1, ethyl 4(diethoxyphosphoryl)-3-methyl-but-2E-enoate (92-mg, 0.35 mmol) and (2E)-3-(4-bromo-8-tert-butyl-3-ethoxy-5,5-dimethyl-5,6-dihydro-naphthalen-2-yl)-2-fluoro-but-2-enal (Compound A-152, 37 mg, 0.09 mmol) were reacted to give the title compound as a colorless oil after purification by column chromatography (silica gel, 2% ethyl acetate in hexane). The reactants are CCCC[N+](CCCC)(CCCC)CCCC, C1CCOC1, N#Cc1ccc2c(cc(C(F)F)n2S(=O)(=O)c2ccccc2)c1Cl, [F-]. The product is N#Cc1ccc2[nH]c(C(F)F)cc2c1Cl. As a reaction SMILES: [CH2:26]([N+:27]([CH2:28][CH2:29][CH2:30][CH3:31])([CH2:32][CH2:33][CH2:34][CH3:35])[CH2:36][CH2:37][CH2:38][CH3:39])[CH2:40][CH2:41][CH3:42].[CH2:43]1[O:44][CH2:45][CH2:46][CH2:47]1.[Cl:1][c:2]1[c:3]2[cH:4][c:5]([CH:22]([F:23])[F:24])[n:6]([S:13]([c:14]3[cH:15][cH:16][cH:17][cH:18][cH:19]3)(=[O:20])=[O:21])[c:7]2[cH:8][cH:9][c:10]1[C:11]#[N:12].[F-:25]>>[Cl:1][c:2]1[c:3]2[cH:4][c:5]([CH:22]([F:23])[F:24])[nH:6][c:7]2[cH:8][cH:9][c:10]1[C:11]#[N:12]. Reactants: CC=1C=2CCCCC2C(C1)C (7,9 dimethylbicyclo-[4.3.0]-nona-1(6),7-diene), [Li]CCCC (nBuLi). Run in CCCCC (pentane). Run at time 12 hour. Yields the product C[C-]1C=C(C=2CCCCC12)C.[Li+] (lithium 1,3-dimethyl-4,5,6,7-tetrahydroindenide). Yield: 97.0%. As a reaction SMILES: [CH3:1][C:2]1[C:3]2[CH2:4][CH2:5][CH2:6][CH2:7][C:8]=2[CH:9]([CH3:11])[CH:10]=1.[Li:12]CCCC>CCCCC>[CH3:1][C-:2]1[C:3]2[CH2:4][CH2:5][CH2:6][CH2:7][C:8]=2[C:9]([CH3:11])=[CH:10]1.[Li+:12] |f:3.4|. Reported procedure: 7,9 dimethylbicyclo-[4.3.0]-nona-1(6),7-diene (5.0 g, 33.5 mmol) was added to 100 mL of pentane. To this solution nBuLi (2.7M, 13 mL) was added dropwise, and the mixture was stirred for 12 hours. The resulting white precipitate was collected via filtration, washed with pentane and dried under reduced pressure to give 5.02 g (97 percent) of product. Starting materials: Cl.CC=1C(=NC=C(C1)C)N1CCNCC1 (1-(3,5-dimethylpyridin-2-yl)piperazine hydrochloride), BrC=1C=NC(=NC1)C(=O)O (5-bromopyrimidine-2-carboxylic acid). Yields the product BrC=1C=NC(=NC1)C(=O)N1CCN(CC1)C1=NC=C(C=C1C)C ((5-bromopyrimidin-2-yl)[4-(3,5-dimethylpyridin-2-yl)piperazin-1-yl]methanone). Isolated yield 99.7%. As a reaction SMILES: Cl.[CH3:2][C:3]1[C:4]([N:10]2[CH2:15][CH2:14][NH:13][CH2:12][CH2:11]2)=[N:5][CH:6]=[C:7]([CH3:9])[CH:8]=1.[Br:16][C:17]1[CH:18]=[N:19][C:20]([C:23](O)=[O:24])=[N:21][CH:22]=1>>[Br:16][C:17]1[CH:18]=[N:19][C:20]([C:23]([N:13]2[CH2:12][CH2:11][N:10]([C:4]3[C:3]([CH3:2])=[CH:8][C:7]([CH3:9])=[CH:6][N:5]=3)[CH2:15][CH2:14]2)=[O:24])=[N:21][CH:22]=1 |f:0.1|. Procedure details: Using 1-(3,5-dimethylpyridin-2-yl)piperazine hydrochloride (528 mg) described in Preparation Example 80 and 5-bromopyrimidine-2-carboxylic acid (406 mg) and by the reaction and treatment in the same manner as in Example 97, (5-bromopyrimidin-2-yl)[4-(3,5-dimethylpyridin-2-yl)piperazin-1-yl]methanone (750 mg) was obtained. Using this compound (750 mg) and (R)-4-methyl-2-oxazolidinone (303 mg) and by the reaction and treatment in the same manner as in Example 1, (R)-3-[2-[4-(3,5-dimethylpyridin-2-... The reactants are C(=O)(N1C=NC=C1)N1C=NC=C1 (carbonyldiimidazole), FC1=C(NC2=C(C(=O)NOCC3=CC=CC=C3)C=C(C(=C2)F)F)C=C(C(=C1)F)F (2-(2,4,5-trifluoro-anilino)-N-benzyloxy-4,5-difluoro-benzamide). Product: FC1=C(C=C(C(=C1)F)F)N1C(N(C(C2=CC(=C(C=C12)F)F)=O)OCC1=CC=CC=C1)=O (1-(2,4,5-Trifluorophenyl)-3-benzyloxy-6,7-difluoro-1H-quinazoline-2,4-dione). The yield is 5.3%. RXN SMILES: [C:1](N1C=CN=C1)(N1C=CN=C1)=[O:2].[F:13][C:14]1[CH:39]=[C:38]([F:40])[C:37]([F:41])=[CH:36][C:15]=1[NH:16][C:17]1[CH:33]=[C:32]([F:34])[C:31]([F:35])=[CH:30][C:18]=1[C:19]([NH:21][O:22][CH2:23][C:24]1[CH:29]=[CH:28][CH:27]=[CH:26][CH:25]=1)=[O:20]>>[F:13][C:14]1[CH:39]=[C:38]([F:40])[C:37]([F:41])=[CH:36][C:15]=1[N:16]1[C:17]2[C:18](=[CH:30][C:31]([F:35])=[C:32]([F:34])[CH:33]=2)[C:19](=[O:20])[N:21]([O:22][CH2:23][C:24]2[CH:25]=[CH:26][CH:27]=[CH:28][CH:29]=2)[C:1]1=[O:2]. Procedure: Using General Method 3, the reaction of carbonyldiimidazole (4.9 g, 30.4 mmol) and crude 2-(2,4,5-trifluoro-anilino)-N-benzyloxy-4,5-difluoro-benzamide (Example A-1, 6.22 g, 15.2 mmol) provided 0.35 g of the title compound as a solid. Starting materials: S1C=CC=2C(NC=CC21)=O (5H-Thieno[3,2-c]pyridin-4-one), P(=O)(Cl)(Cl)Cl (phosphorous oxy chloride). Reaction conditions: temperature 100 celsius, time 4 hour. The product is ClC1=NC=CC2=C1C=CS2 (4-Chloro-thieno[3,2-c]pyridine). As a reaction SMILES: [S:1]1[C:9]2[CH:8]=[CH:7][NH:6][C:5](=O)[C:4]=2[CH:3]=[CH:2]1.P(Cl)(Cl)([Cl:13])=O>>[Cl:13][C:5]1[C:4]2[CH:3]=[CH:2][S:1][C:9]=2[CH:8]=[CH:7][N:6]=1. Procedure: 5H-Thieno[3,2-c]pyridin-4-one (1.0 g, 6.62 mmol) is dissolved in 30 mL of phosphorous oxy chloride. The solution is heated to 100° C. After 4 h, the solution is concentrated. The residue is dissolved in CH2 Cl2. The resulting solution is washed with water and saturated NaCl. The organic layer is dried over MgSO4, filtered and concentrated. The crude product is purified by column chromatography eluting with a gradient of 40% CH2Cl2 /hexanes to 60% CH2Cl2 /hexanes. The title compound (1.0 g, 5.8 m...